Dataset: the Open Reaction Database (ORD), a public repository of structured organic reaction records. Task: describe an organic reaction: reactants, conditions, products, and yield Reactants: N12CCCCCC2=NCCC1 (1,8-diazabicyclo[5.4.0]undec-7-ene), S1C=C(C2=C1C=CC=C2)CN2N=C1N(C(NC(C1=C2C=2N(C=CC2)C)=O)=O)CC(C)C (2-(1-benzothien-3-ylmethyl)-7-isobutyl-3-(1-methyl-1H-pyrrol-2-yl)-2H-pyrazolo[3,4-d]pyrimidine-4,6(5H,7H)-dione), Cl.N1=C(C=CC=C1)CCl (2-picolyl chloride hydrochloride). Run in CS(=O)C (dimethylsulfoxide). Reaction conditions: temperature 80 celsius. Product: S1C=C(C2=C1C=CC=C2)CN2N=C1N(C(N(C(C1=C2C=2N(C=CC2)C)=O)CC2=NC=CC=C2)=O)CC(C)C (2-(1-benzothien-3-ylmethyl)-7-isobutyl-3-(1-methyl-1H-pyrrol-2-yl)-5-(pyridin-2-ylmethyl)-2H-pyrazolo[3,4-d]pyrimidine-4,6(5H,7H)-dione). As a reaction SMILES: [S:1]1[C:5]2[CH:6]=[CH:7][CH:8]=[CH:9][C:4]=2[C:3]([CH2:10][N:11]2[C:19]([C:20]3[N:21]([CH3:25])[CH:22]=[CH:23][CH:24]=3)=[C:18]3[C:13]([N:14]([CH2:28][CH:29]([CH3:31])[CH3:30])[C:15](=[O:27])[NH:16][C:17]3=[O:26])=[N:12]2)=[CH:2]1.N12C[CH2:41][CH2:40][N:39]=[C:38]1[CH2:37][CH2:36][CH2:35]CC2.Cl.N1C=CC=CC=1CCl>CS(C)=O>[S:1]1[C:5]2[CH:6]=[CH:7][CH:8]=[CH:9][C:4]=2[C:3]([CH2:10][N:11]2[C:19]([C:20]3[N:21]([CH3:25])[CH:22]=[CH:23][CH:24]=3)=[C:18]3[C:13]([N:14]([CH2:28][CH:29]([CH3:31])[CH3:30])[C:15](=[O:27])[N:16]([CH2:41][C:40]4[CH:35]=[CH:36][CH:37]=[CH:38][N:39]=4)[C:17]3=[O:26])=[N:12]2)=[CH:2]1 |f:2.3|. Reported procedure: 2-(1-benzothien-3-ylmethyl)-7-isobutyl-3-(1-methyl-1H-pyrrol-2-yl)-2H-pyrazolo[3,4-d]pyrimidine-4,6(5H,7H)-dione was dissolved in anhydrous dimethylsulfoxide and 1,8-diazabicyclo[5.4.0]undec-7-ene was added. 2-picolyl chloride hydrochloride was added and the mixture was heated at 80° C. for 18 h. The crude reaction product was purified by semi-prep RPHPLC eluting with water/acetonitrile/trifluoroacetic acid mixtures. 525 (M+H). Reactants: C(CCCCCCC\C=C/C\C=C/CCCCC)(=O)O (linoleic acid), C(CCCCCCC\C=C/CCCCCCCC)(=O)O (oleic acid). Run in PUFA. The product is C(C=CC=CCCCCCCCCCCCCCCC)(=O)O (Eicosadienoic acid), C(CCCCCCC\C=C/C\C=C/CCCCC)(=O)O (linoleic acid). RXN SMILES: [C:1]([OH:20])(=[O:19])[CH2:2][CH2:3][CH2:4][CH2:5][CH2:6][CH2:7][CH2:8]/[CH:9]=[CH:10]\[CH2:11]/[CH:12]=[CH:13]\[CH2:14][CH2:15][CH2:16][CH2:17][CH3:18].[C:21]([OH:40])(=[O:39])[CH2:22][CH2:23][CH2:24][CH2:25][CH2:26][CH2:27][CH2:28]/[CH:29]=[CH:30]\[CH2:31][CH2:32][CH2:33][CH2:34][CH2:35][CH2:36][CH2:37][CH3:38]>>[C:1]([OH:20])(=[O:19])[CH:2]=[CH:3][CH:4]=[CH:5][CH2:6][CH2:7][CH2:8][CH2:9][CH2:10][CH2:11][CH2:12][CH2:13][CH2:14][CH2:15][CH2:16][CH2:17][CH2:18][CH2:21][CH3:22].[C:21]([OH:40])(=[O:39])[CH2:22][CH2:23][CH2:24][CH2:25][CH2:26][CH2:27][CH2:28]/[CH:29]=[CH:30]\[CH2:31]/[CH:32]=[CH:33]\[CH2:34][CH2:35][CH2:36][CH2:37][CH3:38]. Procedure: A number of enzymes are involved in PUFA biosynthesis including elongases (ELO) (FIG. 1). For example, linoleic acid (LA, 18:2n-6) is produced from oleic acid (OA, 18:1n-9) by a Δ12-desaturase. Eicosadienoic acid (EDA, 20:2n-6) is produced from linoleic acid (LA, 18:2n-6) by a Δ9-elongase. Dihomo-γ-linolenic acid (DGLA, 20:3n-6) is produced from eicosadienoic acid (EDA, 20:2n-6) by a Δ8-desaturase. Arachidonic acid (AA, 20:4n-6) is produced from dihomo-γ-linolenic acid (DGLA, 20:3n-6) by a Δ5-de... The reactants are O (water), ClC1=NC=C(C=N1)I (2-Chloro-5-iodopyrimidine), N1CCC(CC1)C1=CC=C(C=C1)[C@H](C)NC(=O)C1CC1 ((S)-cyclopropanecarboxylic acid [1-(4-piperidin-4-yl-phenyl)ethyl]-amide), CCN(C(C)C)C(C)C (DIPEA). Solvent: CN1CCCC1=O (NMP). Yields the product IC=1C=NC(=NC1)N1CCC(CC1)C1=CC=C(C=C1)[C@H](C)NC(=O)C1CC1 ((S)-Cyclopropanecarboxylic acid (1-{4-[1-(5-iodo-pyrimidin-2-yl)-piperidin-4-yl]-phenyl}-ethyl)-amide). Reaction SMILES: Cl[C:2]1[N:7]=[CH:6][C:5]([I:8])=[CH:4][N:3]=1.[NH:9]1[CH2:14][CH2:13][CH:12]([C:15]2[CH:20]=[CH:19][C:18]([C@@H:21]([NH:23][C:24]([CH:26]3[CH2:28][CH2:27]3)=[O:25])[CH3:22])=[CH:17][CH:16]=2)[CH2:11][CH2:10]1.CCN(C(C)C)C(C)C.O>CN1C(=O)CCC1>[I:8][C:5]1[CH:4]=[N:3][C:2]([N:9]2[CH2:14][CH2:13][CH:12]([C:15]3[CH:20]=[CH:19][C:18]([C@@H:21]([NH:23][C:24]([CH:26]4[CH2:27][CH2:28]4)=[O:25])[CH3:22])=[CH:17][CH:16]=3)[CH2:11][CH2:10]2)=[N:7][CH:6]=1. Procedure: 633 mg (2.5 mmol) 2-Chloro-5-iodopyrimidine, 757 mg (2.5 mmol) (S)-cyclopropanecarboxylic acid [1-(4-piperidin-4-yl-phenyl)ethyl]-amide (V.4) and 0.855 mL (5.0 mmol) DIPEA in 10 mL NMP are stirred for 2 h at 130° C. After cooling to rt the mixture is treated with water and the precipitate is collected by filtration and triturated with ether to yield the desired compound. Reactants: BrC(C=O)C=O (bromomalonaldehyde), C(C)(C)(C)OC(=O)N1CC2=NNC(=C2C1)N (3-amino-2,6-dihydro-4H-pyrrolo[3,4-c]pyrazole-5-carboxylic acid tert-butyl ester). The yield is 44.5%. Run at time 40 minute. Reported procedure: A mixture of bromomalonaldehyde (2.02 g; 13.38 mmol; 1 eq.) and 3-amino-2,6-dihydro-4H-pyrrolo[3,4-c]pyrazole-5-carboxylic acid tert-butyl ester (3 g; 13.38 mmol; 1 eq.) in AcOH (21 mL) was stirred at room temperature for 40 minutes. The insoluble material was removed by filtration and the solution diluted with water (60 mL). The precipitate was filtered off, washed with water (3×) and dried. Recrystallization from iPrOH afforded the title compound (2.02 g, 45%) as beige solid. 1H NMR (DMSO-d6) ... As a reaction SMILES: [Br:1][CH:2]([CH:5]=O)[CH:3]=O.[C:7]([O:11][C:12]([N:14]1[CH2:21][C:20]2[C:16](=[N:17][NH:18][C:19]=2[NH2:22])[CH2:15]1)=[O:13])([CH3:10])([CH3:9])[CH3:8]>CC(O)=O>[C:7]([O:11][C:12]([N:14]1[CH2:21][C:20]2=[C:19]3[N:18]([N:17]=[C:16]2[CH2:15]1)[CH:3]=[C:2]([Br:1])[CH:5]=[N:22]3)=[O:13])([CH3:10])([CH3:8])[CH3:9]. Run in CC(=O)O (AcOH). Yields the product C(C)(C)(C)OC(=O)N1CC=2C(=C3N=CC(=CN3N2)Br)C1 (6-bromo-1H,3H-2,4,7a,8-tetraaza-cyclopenta[a]indene-2-carboxylic acid tert-butyl ester). The reactants are C(C)(C)(C)OC(N[C@@H](C)C1=NC2=C(N1C1=CC=CC=C1)C=C(C=C2)F)=O ([(S)-1-(6-fluoro-1-phenyl-1H-benzoimidazol-2-yl)ethyl]carbamic acid tertbutyl ester), C(=O)(C(F)(F)F)O (TFA). Run in C(Cl)Cl (DCM). Reaction conditions: time 1.5 hour. The product is FC=1C=CC2=C(N(C(=N2)[C@H](C)N)C2=CC=CC=C2)C1 ((S)-1-(6-Fluoro-1-phenyl-1H-benzoimidazol-2-yl)ethylamine). Reaction SMILES: C(OC(=O)[NH:7][C@H:8]([C:10]1[N:14]([C:15]2[CH:20]=[CH:19][CH:18]=[CH:17][CH:16]=2)[C:13]2[CH:21]=[C:22]([F:25])[CH:23]=[CH:24][C:12]=2[N:11]=1)[CH3:9])(C)(C)C.C(O)(C(F)(F)F)=O>C(Cl)Cl>[F:25][C:22]1[CH:23]=[CH:24][C:12]2[N:11]=[C:10]([C@@H:8]([NH2:7])[CH3:9])[N:14]([C:15]3[CH:16]=[CH:17][CH:18]=[CH:19][CH:20]=3)[C:13]=2[CH:21]=1. Procedure details: To a solution of [(S)-1-(6-fluoro-1-phenyl-1H-benzoimidazol-2-yl)ethyl]carbamic acid tertbutyl ester (1.20 g, 3.38 mmol) in DCM (5 mL) was added TFA (5 mL) and the resulting mixture was stirred at RT for 1.5 h. The crude reaction mixture was loaded onto an Isolute® SCX-2 cartridge. The cartridge was washed with MeOH and the product eluted with 2M NH3/MeOH. The product containing fractions were combined and concentrated in vacuo affording (S)-1-(6-Fluoro-1-phenyl-1H-benzoimidazol-2-yl)ethylamine ... The reactants are NC=1C=C(C(=O)O)C=CC1N (3,4-Diaminobenzoic acid), ClCC(=O)O (chloroacetic acid). Run in Cl (HCl). The product is ClCC1=NC2=C(N1)C=CC(=C2)C(=O)O (2-(Chloromethyl)-1H-benzimidazole-5-Carboxylic Acid). The yield is 76.4%. Reaction SMILES: [NH2:1][C:2]1[CH:3]=[C:4]([CH:8]=[CH:9][C:10]=1[NH2:11])[C:5]([OH:7])=[O:6].[Cl:12][CH2:13][C:14](O)=O>Cl>[Cl:12][CH2:13][C:14]1[NH:11][C:10]2[CH:9]=[CH:8][C:4]([C:5]([OH:7])=[O:6])=[CH:3][C:2]=2[N:1]=1. Reported procedure: 3,4-Diaminobenzoic acid (6.09 g, 40 mmol) and chloroacetic acid (4.35 g, 46 mmol) were refluxed in 5 N HCl (30 ml) for 5 h. The reaction mixture was cooled, the gray precipitate obtained was separated by filtration and subsequently washed with acetone (100 ml) and ether (100 ml) to obtain 6.44 g of product 4 (76%). The reactants are CO, CCOCc1nc2cnc3ccccc3c2n1NC1CCCCC1, ClC(Cl)Cl, ClCCl, [Na+], [Na+], O=C([O-])[O-], O=C(OO)c1cccc(Cl)c1. The product is CCOCc1nc2c[n+]([O-])c3ccccc3c2n1NC1CCCCC1. RXN SMILES: [CH3:40][OH:41].[CH:1]1([NH:7][n:8]2[c:9]([CH2:21][O:22][CH2:23][CH3:24])[n:10][c:11]3[cH:12][n:13][c:14]4[cH:15][cH:16][cH:17][cH:18][c:19]4[c:20]23)[CH2:2][CH2:3][CH2:4][CH2:5][CH2:6]1.[CH:36]([Cl:37])([Cl:38])[Cl:39].[Cl:42][CH2:43][Cl:44].[Na+:45].[Na+:46].[O-:47][C:48](=[O:49])[O-:50].[OH:25][O:26][C:27]([c:28]1[cH:29][c:30]([Cl:31])[cH:32][cH:33][cH:34]1)=[O:35]>>[CH:1]1([NH:7][n:8]2[c:9]([CH2:21][O:22][CH2:23][CH3:24])[n:10][c:11]3[cH:12][n+:13]([O-:25])[c:14]4[cH:15][cH:16][cH:17][cH:18][c:19]4[c:20]23)[CH2:2][CH2:3][CH2:4][CH2:5][CH2:6]1. Starting materials: ice, N12CCCCCC2=NCCC1 (1,8-diazabicyclo[5.4.0]undec-7-ene), [C@@]12(C(=O)CC(CC1)C2(C)C)CS(=O)(=O)O ((1R)-(−)-10-camphor sulphonic acid), C(C)OC(CC1=CC(=NC=C1)Br)=O ((2-bromo-pyridin-4-yl)-acetic acid ethyl ester), C=O (paraformaldehyde). The solvent is C(Cl)Cl (DCM). Product: C(C)OC(C(CO)(CO)C1=CC(=NC=C1)Br)=O (2-(2-Bromo-pyridin-4-yl)-3-hydroxy-2-hydroxymethyl-propionic acid ethyl ester). As a reaction SMILES: [CH2:1]([O:3][C:4](=[O:13])[CH2:5][C:6]1[CH:11]=[CH:10][N:9]=[C:8]([Br:12])[CH:7]=1)[CH3:2].[CH2:14]=[O:15].N12CCCN=C1CCCCC2.[C@@]12(CS(O)(=O)=O)C(C)(C)C(CC1)C[C:28]2=[O:29]>C(Cl)Cl>[CH2:1]([O:3][C:4](=[O:13])[C:5]([C:6]1[CH:11]=[CH:10][N:9]=[C:8]([Br:12])[CH:7]=1)([CH2:28][OH:29])[CH2:14][OH:15])[CH3:2]. Procedure: To an ice cooled stirred mixture of (2-bromo-pyridin-4-yl)-acetic acid ethyl ester (40.0 g, 163.93 mmol) and paraformaldehyde (9.84 g, 327.8 mmol) in dry DCM was added 1,8-diazabicyclo[5.4.0]undec-7-ene (1.49 g, 1.49 ml, 9.83 mmol) and stirred for 2 h. Reaction mixture was treated with (1R)-(−)-10-camphor sulphonic acid (2.283 g, 9.83 mmol) at 0° C. and the organic layer was washed with brine and dried over anhydrous Na2SO4. Concentration of organic layer afforded gummy oily material. The crude ...